From a dataset of the Open Reaction Database (ORD), a public repository of structured organic reaction records. describe an organic reaction: reactants, conditions, products, and yield The reactants are N1=C(C=CC2=CC=CC=C12)COC1=CC=C(C=C1)C(C(=O)N)C1CCCC1 (2-[4-(Quinolin-2-yl-methoxy)phenyl]-2-cyclopentylacetamide), ClS(=O)(=O)N=C=O (chlorosulphonyl isocyanate), C(C)(=O)O.O (acetic acid water). Solvent: C1CCOC1 (THF). Conditions: temperature 100 celsius. Product: C(N)(=O)NC(C(C1CCCCCC1)C1=CC=C(C=C1)OCC1=NC2=CC=CC=C2C=C1)=O (N-Carbamoyl-2-[4-(quinolin-2-yl-methoxy)phenyl]-2-cycloheptyl-acetamide). As a reaction SMILES: [N:1]1[C:10]2[C:5](=[CH:6][CH:7]=[CH:8][CH:9]=2)[CH:4]=[CH:3][C:2]=1[CH2:11][O:12][C:13]1[CH:18]=[CH:17][C:16]([CH:19]([CH:23]2[CH2:27][CH2:26][CH2:25][CH2:24]2)[C:20]([NH2:22])=[O:21])=[CH:15][CH:14]=1.ClS([N:32]=[C:33]=[O:34])(=O)=O.[C:35](O)(=O)[CH3:36].O>C1COCC1>[C:33]([NH:22][C:20](=[O:21])[CH:19]([C:16]1[CH:15]=[CH:14][C:13]([O:12][CH2:11][C:2]2[CH:3]=[CH:4][C:5]3[C:10](=[CH:9][CH:8]=[CH:7][CH:6]=3)[N:1]=2)=[CH:18][CH:17]=1)[CH:23]1[CH2:36][CH2:35][CH2:24][CH2:25][CH2:26][CH2:27]1)(=[O:34])[NH2:32] |f:2.3|. Procedure details: 10 g (0.0257 mol) of the compound from Example III are suspended in 100 ml of THF at 0° C., and 2.5 ml (4 g/0.028 mol) of chlorosulphonyl isocyanate are added, with exclusion of moisture. The mixture is allowed to after-react for 15 minutes, while stirring, 120 ml of glacial acetic acid/water (2/1) are added and the temperature is allowed to rise to room temperature. To bring the reaction to completion, the mixture is heated at 100° C. for a further 15 minutes, during which a uniform solution fo... As a reaction SMILES: [C:1]([O:9][CH2:10][CH:11]([CH2:35]Br)[CH2:12][O:13][C:14](=[O:34])[NH:15][CH2:16][CH2:17][CH2:18][CH2:19][CH2:20][CH2:21][CH2:22][CH2:23][CH2:24][CH2:25][CH2:26][CH2:27][CH2:28][CH2:29][CH2:30][CH2:31][CH2:32][CH3:33])(=[O:8])[C:2]1[CH:7]=[CH:6][CH:5]=[CH:4][CH:3]=1.[C-]#N.[Na+].C(OCC(C[C:70]#[N:71])COCCCCCCCCCCCCCCCC)(=O)C1C=CC=CC=1>CS(C)=O>[C:1]([O:9][CH2:10][CH:11]([CH2:35][C:70]#[N:71])[CH2:12][O:13][C:14](=[O:34])[NH:15][CH2:16][CH2:17][CH2:18][CH2:19][CH2:20][CH2:21][CH2:22][CH2:23][CH2:24][CH2:25][CH2:26][CH2:27][CH2:28][CH2:29][CH2:30][CH2:31][CH2:32][CH3:33])(=[O:8])[C:2]1[CH:7]=[CH:6][CH:5]=[CH:4][CH:3]=1 |f:1.2|. Yield: 95.5%. Yields the product C(C1=CC=CC=C1)(=O)OCC(COC(NCCCCCCCCCCCCCCCCCC)=O)CC#N (2-cyanomethyl-3-octadecylcarbamoyloxypropyl benzoate). Run in CS(=O)C (dimethylsulfoxide). Reported procedure: A mixture of 1.76 g (3.10 mM) of 2-bromomethyl-3-n-octadecylcarbamoyloxypropyl benzoate, 185 mg (3.26 mM) of 95% sodium cyanide in 30 ml of dimethylsulfoxide is allowed to react by the same procedure as described in the (136) and 1.49 g (95.5% yield) of the titled compound n5' is obtained. Reactants: C(C1=CC=CC=C1)(=O)OCC(COC(NCCCCCCCCCCCCCCCCCC)=O)CBr (2-bromomethyl-3-n-octadecylcarbamoyloxypropyl benzoate), [C-]#N.[Na+] (sodium cyanide), C(C1=CC=CC=C1)(=O)OCC(COCCCCCCCCCCCCCCCC)CC#N (2-cyanomethyl-3-hexadecyloxypropyl benzoate). The product is FC=1C=C2C=CC(=CC2=CC1)C(=O)Cl (6-fluoro-2-naphthoyl chloride). Procedure: 6-Fluoro-2-naphthoic acid (228 mg, 1.2 mmol) was dissolved in dichloromethane (15 mL) and N,N-dimethylformamide (0.1 mL), and in an ice bath oxalic chloride (228 mg, 1.8 mmol) was added dropwise slowly. Upon completion of the dropwise addition, it was moved to react at room temperature for 3 hours, and concentrated under reduce pressure to obtain a white solid, i.e. 6-fluoro-2-naphthoyl chloride. Reaction SMILES: [F:1][C:2]1[CH:3]=[C:4]2[C:9](=[CH:10][CH:11]=1)[CH:8]=[C:7]([C:12]([OH:14])=O)[CH:6]=[CH:5]2.C(Cl)(=O)C([Cl:18])=O>ClCCl.CN(C)C=O>[F:1][C:2]1[CH:3]=[C:4]2[C:9](=[CH:10][CH:11]=1)[CH:8]=[C:7]([C:12]([Cl:18])=[O:14])[CH:6]=[CH:5]2. The reactants are FC=1C=C2C=CC(=CC2=CC1)C(=O)O (6-Fluoro-2-naphthoic acid), C(C(=O)Cl)(=O)Cl (oxalic chloride). The solvent is ClCCl (dichloromethane), CN(C=O)C (N,N-dimethylformamide).